describe an organic reaction: reactants, conditions, products, and yield From a dataset of the Open Reaction Database (ORD), a public repository of structured organic reaction records. The reactants are C(C)(=O)C=1C(=C(NC1C)C1=CC=CC=C1)N=CC1=CC=CC=C1 (4-Acetyl-3-benzylideneamino-5-methyl-2-phenylpyrrole), ClC1=CC=C(CCl)C=C1 (p-chlorobenzyl chloride). The solvent is C(C)O.O (ethanol water), C(C)O.O (ethanol water). The product is C(C)(=O)C=1C(=C(N(C1C)CC1=CC=C(C=C1)Cl)C1=CC=CC=C1)N=CC1=CC=CC=C1 (4-acetyl-3-benzylideneamino-1-(p-chlorobenzyl)-5-methyl-2-phenylpyrrole), C(C)(=O)C=1C(=C(N(C1C)CC1=CC=C(C=C1)Cl)C1=CC=CC=C1)N (4-Acetyl-3-amino-1-(p-chlorobenzyl)-5-methyl-2-phenylpyrrole). Reaction SMILES: [C:1]([C:4]1[C:5]([N:16]=[CH:17][C:18]2[CH:23]=[CH:22][CH:21]=[CH:20][CH:19]=2)=[C:6]([C:10]2[CH:15]=[CH:14][CH:13]=[CH:12][CH:11]=2)[NH:7][C:8]=1[CH3:9])(=[O:3])[CH3:2].[Cl:24][C:25]1[CH:32]=[CH:31][C:28]([CH2:29]Cl)=[CH:27][CH:26]=1>C(O)C.O>[C:1]([C:4]1[C:5]([N:16]=[CH:17][C:18]2[CH:23]=[CH:22][CH:21]=[CH:20][CH:19]=2)=[C:6]([C:10]2[CH:15]=[CH:14][CH:13]=[CH:12][CH:11]=2)[N:7]([CH2:29][C:28]2[CH:31]=[CH:32][C:25]([Cl:24])=[CH:26][CH:27]=2)[C:8]=1[CH3:9])(=[O:3])[CH3:2].[C:1]([C:4]1[C:5]([NH2:16])=[C:6]([C:10]2[CH:15]=[CH:14][CH:13]=[CH:12][CH:11]=2)[N:7]([CH2:29][C:28]2[CH:31]=[CH:32][C:25]([Cl:24])=[CH:26][CH:27]=2)[C:8]=1[CH3:9])(=[O:3])[CH3:2] |f:2.3|. Procedure: The 4-acetyl-3-benzylideneamino-1-(p-chlorobenzyl)-5-methyl-2-phenylpyrrole is prepared from the compound of Example 46 and p-chlorobenzyl chloride by procedure (a) of Example 49, m.p. 136°-37° C. (from ethanol/water). This compound is hydrolyzed as in procedure (b) of Example 49. Yield of the title compound: 58%, m.p. 164°-66° C. (from ethanol/water).